Dataset: the Open Reaction Database (ORD), a public repository of structured organic reaction records. Task: describe an organic reaction: reactants, conditions, products, and yield The reactants are COC(C1=CC=C(C=C1)OCCSCCCCCCCCCCCC)=O (4-[2-(dodecylthio)ethoxy]benzoic acid methyl ester), [K] (potassium), [OH-] (hydroxide). The solvent is C(C)O (ethanol), O (water). Conditions: temperature 80 celsius. The product is C(CCCCCCCCCCC)SCCOC1=CC=C(C(=O)O)C=C1 (4-[2-(Dodecylthio)ethoxy]benzoic Acid). The yield is 94.1%. Reaction SMILES: C[O:2][C:3](=[O:26])[C:4]1[CH:9]=[CH:8][C:7]([O:10][CH2:11][CH2:12][S:13][CH2:14][CH2:15][CH2:16][CH2:17][CH2:18][CH2:19][CH2:20][CH2:21][CH2:22][CH2:23][CH2:24][CH3:25])=[CH:6][CH:5]=1.[K].[OH-]>C(O)C.O>[CH2:14]([S:13][CH2:12][CH2:11][O:10][C:7]1[CH:8]=[CH:9][C:4]([C:3]([OH:26])=[O:2])=[CH:5][CH:6]=1)[CH2:15][CH2:16][CH2:17][CH2:18][CH2:19][CH2:20][CH2:21][CH2:22][CH2:23][CH2:24][CH3:25] |^1:26|. Procedure: A solution of 4-[2-(dodecylthio)ethoxy]benzoic acid methyl ester (11.29 g, 29.7 mmol) in 80% aqueous ethanol (100 ml) was treated with a solution of potassium, hydroxide, (6.0 g, 0.107 mol) in water (15 ml) and the resulting mixture was heated at 80° C. for 2 h. The solvent was then concentrated in vacuo and the residue was treated with 150 ml of 1N aqueous hydrochloric acid. The aqueous phase was extracted three times with dichloromethane and the combined organic extracts were washed with brine... Reactants: CCOC(=O)N1CCn2c(nc(-c3ccncc3)cc2=O)C(NC(=O)c2ccc3c(c2)CN(C(=O)OC(C)(C)C)CC3)C1, ClCCl, Cl. Yields the product CCOC(=O)N1CCn2c(nc(-c3ccncc3)cc2=O)C(NC(=O)c2ccc3c(c2)CNCC3)C1. As a reaction SMILES: [CH2:1]([CH3:2])[O:3][C:4](=[O:5])[N:6]1[CH2:7][CH2:8][n:9]2[c:10]([n:33][c:34](-[c:38]3[cH:39][cH:40][n:41][cH:42][cH:43]3)[cH:35][c:36]2=[O:37])[CH:11]([NH:13][C:14](=[O:15])[c:16]2[cH:17][cH:18][c:19]3[c:24]([cH:25]2)[CH2:23][N:22]([C:26]([O:27][C:28]([CH3:29])([CH3:30])[CH3:31])=[O:32])[CH2:21][CH2:20]3)[CH2:12]1.[Cl:45][CH2:46][Cl:47].[ClH:44]>>[CH2:1]([CH3:2])[O:3][C:4](=[O:5])[N:6]1[CH2:7][CH2:8][n:9]2[c:10]([n:33][c:34](-[c:38]3[cH:39][cH:40][n:41][cH:42][cH:43]3)[cH:35][c:36]2=[O:37])[CH:11]([NH:13][C:14](=[O:15])[c:16]2[cH:17][cH:18][c:19]3[c:24]([cH:25]2)[CH2:23][NH:22][CH2:21][CH2:20]3)[CH2:12]1.